Task: describe an organic reaction: reactants, conditions, products, and yield. Dataset: the Open Reaction Database (ORD), a public repository of structured organic reaction records Reaction SMILES: C(Cl)(=O)C.[NH:5]1[CH2:10][CH2:9][CH:8]([O:11][CH2:12][CH2:13][CH2:14][NH:15][C:16]([N:18]2[CH2:26][C:25]3[C:20](=[CH:21][CH:22]=[CH:23][CH:24]=3)[CH2:19]2)=[O:17])[CH2:7][CH2:6]1.NC1C=C2C(=CC=1)CN(C([NH:39][C:40]1C=[CH:44][C:43]([C:46](=[O:51])NCCC)=[CH:42][CH:41]=1)=O)C2>>[N:39]1[CH:40]=[CH:41][CH:42]=[C:43]([C:46]([N:5]2[CH2:6][CH2:7][CH:8]([O:11][CH2:12][CH2:13][CH2:14][NH:15][C:16]([N:18]3[CH2:26][C:25]4[C:20](=[CH:21][CH:22]=[CH:23][CH:24]=4)[CH2:19]3)=[O:17])[CH2:9][CH2:10]2)=[O:51])[CH:44]=1. Yields the product N1=CC(=CC=C1)C(=O)N1CCC(CC1)OCCCNC(=O)N1CC2=CC=CC=C2C1 (N-(3-{[1-(pyridin-3-ylcarbonyl)piperidin-4-yl]oxy}propyl)-1,3-dihydro-2H-isoindole-2-carboxamide). The reactants are C(C)(=O)Cl (acetyl chloride), N1CCC(CC1)OCCCNC(=O)N1CC2=CC=CC=C2C1 (N-(3-(piperidin-4-yloxy)propyl)isoindoline-2-carboxamide), NC=1C=C2CN(CC2=CC1)C(=O)NC1=CC=C(C=C1)C(NCCC)=O (5-amino-N-(4-(propylcarbamoyl)phenyl)isoindoline-2-carboxamide). Procedure details: The title compound was prepared as described in Example 278, substituting nicotinoyl chloride for acetyl chloride and N-(3-(piperidin-4-yloxy)propyl)isoindoline-2-carboxamide for 5-amino-N-(4-(propylcarbamoyl)phenyl)isoindoline-2-carboxamide. 1H NMR (300 MHz, DMSO-d6) δ ppm 8.51-8.70 (m, 2H) 7.75-7.88 (m, 1H) 7.46 (dd, J=7.73, 4.96 Hz, 1H) 7.20-7.38 (m, 3H) 6.28 (t, J=5.35 Hz, 1H) 4.57 (s, 4H) 3.83-4.01 (m, 1H) 3.40-3.63 (m, 6H) 3.16 (q, J=6.35 Hz, 2H) 1.35-1.95 (m, 7H); MS (ESI(+)) m/e 409 (M+H...